From a dataset of the Open Reaction Database (ORD), a public repository of structured organic reaction records. describe an organic reaction: reactants, conditions, products, and yield Starting materials: O(C1=CC=CC=C1)C1=CC=C(CC2NCCC=3CCCCC23)C=C1 ((±)-1-(p-phenoxybenzyl)-1,2,3,4,5,6,7,8-octahydroisoquinoline), O=CC(Cl)(Cl)Cl (chloral). Solvent: C(Cl)(Cl)Cl (chloroform), C(Cl)(Cl)Cl (chloroform), C(Cl)(Cl)Cl (chloroform). Run at time 3 hour. Product: 0.81, O(C1=CC=CC=C1)C1=CC=C(CC2N(CCC=3CCCCC23)C=O)C=C1 ((±)-1-(p-phenoxybenzyl)-2-formyl-1,2,3,4,5,6,7,8-octahydroisoquinoline). The yield is 96.0%. RXN SMILES: [O:1]([C:8]1[CH:24]=[CH:23][C:11]([CH2:12][CH:13]2[C:22]3[CH2:21][CH2:20][CH2:19][CH2:18][C:17]=3[CH2:16][CH2:15][NH:14]2)=[CH:10][CH:9]=1)[C:2]1[CH:7]=[CH:6][CH:5]=[CH:4][CH:3]=1.[O:25]=[CH:26]C(Cl)(Cl)Cl>C(Cl)(Cl)Cl>[O:1]([C:8]1[CH:24]=[CH:23][C:11]([CH2:12][CH:13]2[C:22]3[CH2:21][CH2:20][CH2:19][CH2:18][C:17]=3[CH2:16][CH2:15][N:14]2[CH:26]=[O:25])=[CH:10][CH:9]=1)[C:2]1[CH:3]=[CH:4][CH:5]=[CH:6][CH:7]=1. Procedure: To a solution of 0.78 g (0.002 mol) of (±)-1-(p-phenoxybenzyl)-1,2,3,4,5,6,7,8-octahydroisoquinoline in 5 ml of chloroform was added 0.42 g of chloral in 1 ml of chloroform dropwise. After the mixture had been stirred at room temperature for 3 hrs it was diluted with 15 ml of chloroform and washed with 4 N hydrochloric acid (10 ml) and water (10 ml). After drying, the solvent was removed under reduced pressure to give 0.81 (96%) of crude (±)-1-(p-phenoxybenzyl)-2-formyl-1,2,3,4,5,6,7,8-octahydro... The reactants are O (Water), ClC1=C(C=CC(=C1)OC1=NC=NC2=CC(=C(C=C12)OC)O)NC(N(C)C)=O (N′-{2-chloro-4-[(7-hydroxy-6-methoxy-4-quinazolinyl)oxy]phenyl}-N,N-dimethylurea), C([O-])([O-])=O.[K+].[K+] (potassium carbonate), BrCCBr (1,2-dibromoethane). The solvent is CN(C=O)C (N,N-dimethylformamide). Conditions: time 18 hour. Product: BrCCOC1=C(C=C2C(=NC=NC2=C1)OC1=CC(=C(C=C1)NC(N(C)C)=O)Cl)OC (N′-(4-{[7-(2-bromoethoxy)-6-methoxy-4-quinazolinyl]oxy}-2-chlorophenyl)-N,N-dimethylurea). As a reaction SMILES: [Cl:1][C:2]1[CH:7]=[C:6]([O:8][C:9]2[C:18]3[C:13](=[CH:14][C:15]([OH:21])=[C:16]([O:19][CH3:20])[CH:17]=3)[N:12]=[CH:11][N:10]=2)[CH:5]=[CH:4][C:3]=1[NH:22][C:23](=[O:27])[N:24]([CH3:26])[CH3:25].C(=O)([O-])[O-].[K+].[K+].[Br:34][CH2:35][CH2:36]Br.O>CN(C)C=O>[Br:34][CH2:35][CH2:36][O:21][C:15]1[CH:14]=[C:13]2[C:18]([C:9]([O:8][C:6]3[CH:5]=[CH:4][C:3]([NH:22][C:23](=[O:27])[N:24]([CH3:26])[CH3:25])=[C:2]([Cl:1])[CH:7]=3)=[N:10][CH:11]=[N:12]2)=[CH:17][C:16]=1[O:19][CH3:20] |f:1.2.3|. Procedure details: A starting compound (N′-{2-chloro-4-[(7-hydroxy-6-methoxy-4-quinazolinyl)oxy]phenyl}-N,N-dimethylurea, 80 mg), potassium carbonate (138 mg), and 1,2-dibromoethane (0.085 ml) were dissolved in N,N-dimethylformamide (1 ml), and the solution was stirred at room temperature for 18 hr. Water was added to the reaction mixture, and the mixture was extracted with chloroform-propanol (3/1). The organic layer was dried over anhydrous sodium sulfate, and the solvent was removed by distillation under the re...